From a dataset of the Open Reaction Database (ORD), a public repository of structured organic reaction records. describe an organic reaction: reactants, conditions, products, and yield RXN SMILES: C=C(C([O:19][C:20](/[CH:22]=[CH:23]/[C:24]1[CH:25]=[CH:26][C:27]([OH:31])=[C:28]([OH:30])[CH:29]=1)=[O:21])C[O:7][C@@H:8]1[O:13][C@H:12]([CH2:14][OH:15])[C@@H:11]([OH:16])[C@H:10]([OH:17])[C@H:9]1[OH:18])CO>O>[C:20]([OH:21])(=[O:19])/[CH:22]=[CH:23]/[C:24]1[CH:25]=[CH:26][C:27]([OH:31])=[C:28]([OH:30])[CH:29]=1.[O:7]=[CH:8][C@@H:9]([C@H:10]([C@@H:11]([C@@H:12]([CH2:14][OH:15])[OH:13])[OH:16])[OH:17])[OH:18]. Procedure details: Acid hydrolysis of pubescenoside B: Compound 2 (15 mg) was hydrolyzed in a manner similar to that described for compound 1, yielding caffeic acid, D-(+)-glucose {[α]D21=+33.1° (c=0.1, H2O), determined after being dissolved in H2O for 24 hours} and compound 1a which was identified by comparing its 1H-NMR data with those described in the reference13. The solvent is O (H2O). Starting materials: compound 1, C=C(CO)C(CO[C@H]1[C@@H]([C@H]([C@@H]([C@H](O1)CO)O)O)O)OC(=O)/C=C/C=2C=CC(=C(C2)O)O (pubescenoside B), C=C(CO)C(CO[C@H]1[C@@H]([C@H]([C@@H]([C@H](O1)CO)O)O)O)OC(=O)/C=C/C=2C=CC(=C(C2)O)O (Pubescenoside B). The product is C(\C=C\C1=CC(O)=C(O)C=C1)(=O)O (caffeic acid), O=C[C@H](O)[C@@H](O)[C@H](O)[C@H](O)CO (D-(+)-glucose). Starting materials: CN1CCNCC1, COc1ccccc1, [Cl-], [Cl-], [Cl-], [Cl-], CCOC(=O)c1c(Nc2ccc(F)cc2N)sc2ccccc12, [Ti+4]. Product: CN1CCN(C2=Nc3cc(F)ccc3Nc3sc4ccccc4c32)CC1. RXN SMILES: [CH3:24][N:25]1[CH2:26][CH2:27][NH:28][CH2:29][CH2:30]1.[CH3:31][O:32][c:33]1[cH:34][cH:35][cH:36][cH:37][cH:38]1.[Cl-:39].[Cl-:40].[Cl-:41].[Cl-:42].[NH2:1][c:2]1[c:3]([NH:4][c:5]2[c:6]([C:14]([O:15][CH2:16][CH3:17])=[O:18])[c:7]3[c:8]([s:9]2)[cH:10][cH:11][cH:12][cH:13]3)[cH:19][cH:20][c:21]([F:23])[cH:22]1.[Ti+4:43]>>[N:1]1=[C:14]([N:28]2[CH2:27][CH2:26][N:25]([CH3:24])[CH2:30][CH2:29]2)[c:6]2[c:5]([s:9][c:8]3[c:7]2[cH:13][cH:12][cH:11][cH:10]3)[NH:4][c:3]2[c:2]1[cH:22][c:21]([F:23])[cH:20][cH:19]2. The reactants are solution, CN (methylamine), C1(=CC=CC=C1)S(=O)(=O)C=1C(=NN2C1N=C(C=C2Cl)C)SC (3-benzenesulphonyl-7-chloro-5-methyl-2-methylsulphanyl-pyrazolo[1,5-a]pyrimidine). The solvent is CCO (EtOH), CN(C)C=O (DMF). Conditions: time 2 hour. Product: C1(=CC=CC=C1)S(=O)(=O)C=1C(=NN2C1N=C(C=C2NC)C)SC ((3-benzenesulphonyl 5-methyl-2-methylsulphanyl-pyrazolo[1,5-a]pyrimidin-7-yl)-methyl-amine). Isolated yield 60.0%. As a reaction SMILES: [CH3:1][NH2:2].[C:3]1([S:9]([C:12]2[C:13]([S:23][CH3:24])=[N:14][N:15]3[C:20](Cl)=[CH:19][C:18]([CH3:22])=[N:17][C:16]=23)(=[O:11])=[O:10])[CH:8]=[CH:7][CH:6]=[CH:5][CH:4]=1>CCO.CN(C=O)C>[C:3]1([S:9]([C:12]2[C:13]([S:23][CH3:24])=[N:14][N:15]3[C:20]([NH:2][CH3:1])=[CH:19][C:18]([CH3:22])=[N:17][C:16]=23)(=[O:11])=[O:10])[CH:8]=[CH:7][CH:6]=[CH:5][CH:4]=1. Procedure: 10 ml of a 33% solution of methylamine in EtOH was added to a solution of 0.3 g (0.85 mmol) of 3-benzenesulphonyl-7-chloro-5-methyl-2-methylsulphanyl-pyrazolo[1,5-a]pyrimidine in 5 ml of DMF and stirred at RT for 2 hrs. The reaction solution was evaporated in a high vacuum and the residue was partitioned between 2N NaOH and CH2Cl2. The aqueous phase was extracted three times with CH2Cl2, and the combined organic phases were dried (MgSO4), filtered and evaporated. Subsequent chromatography (SiO2,... The reactants are [BH4-], CO, COC(OC)OC, CN(CCCCN1CCCCC1)Cc1ccc(CN)cc1, [Na+], O=Cc1ncc[nH]1. Yields the product CN(CCCCN1CCCCC1)Cc1ccc(CNCc2ncc[nH]2)cc1. As a reaction SMILES: [BH4-:36].[CH3:38][OH:39].[CH:29]([O:30][CH3:31])([O:32][CH3:33])[O:34][CH3:35].[NH2:1][CH2:2][c:3]1[cH:4][cH:5][c:6]([CH2:7][N:8]([CH2:9][CH2:10][CH2:11][CH2:12][N:13]2[CH2:14][CH2:15][CH2:16][CH2:17][CH2:18]2)[CH3:19])[cH:20][cH:21]1.[Na+:37].[nH:22]1[c:23]([CH:27]=[O:28])[n:24][cH:25][cH:26]1>>[NH:1]([CH2:2][c:3]1[cH:4][cH:5][c:6]([CH2:7][N:8]([CH2:9][CH2:10][CH2:11][CH2:12][N:13]2[CH2:14][CH2:15][CH2:16][CH2:17][CH2:18]2)[CH3:19])[cH:20][cH:21]1)[CH2:27][c:23]1[nH:22][cH:26][cH:25][n:24]1. Reactants: ClC1=NC2=CC=CC(=C2C(=C1)Cl)C (2,4-dichloro-5-methylquinoline), ClC1=NC2=CC(=CC=C2C(=C1)Cl)C (2,4-dichloro-7-methylquinoline), C(CCN)N (propane-1,3-diamine), ClC1=CC(=NC2=CC=CC(=C12)C)N1CCS(C2=C(C1)C=CC=C2)(=O)=O (4-(4-chloro-5-methylquinolin-2-yl)-2,3,4,5-tetrahydro-1,4-benzothiazepine 1,1-dioxide), ClC1=CC(=NC2=CC(=CC=C12)C)N1CCS(C2=C(C1)C=CC=C2)(=O)=O (4-(4-chloro-7-methylquinolin-2-yl)-2,3,4,5-tetrahydro-1,4-benzothiazepine 1,1-dioxide), C(CCN)N (propane-1,3-diamine), ClC1=CC(=NC2=CC=C(C=C12)OC(F)(F)F)N1CCS(C2=C(C1)C=CC=C2)(=O)=O (4-(4-chloro-6-(trifluoromethoxy)quinolin-2-yl)-2,3,4,5-tetrahydro-1,4-benzothiazepine 1,1-dioxide). Product: title compounds, O=S1(CCN(CC2=C1C=CC=C2)C2=NC1=CC=CC(=C1C(=C2)NCCCN)C)=O (N-[2-(1,1-dioxido-2,3-dihydro-1,4-benzothiazepin-4(5H)-yl)-5-methylquinolin-4-yl]propane-1,3-diamine), O=S1(CCN(CC2=C1C=CC=C2)C2=NC1=CC(=CC=C1C(=C2)NCCCN)C)=O (N-[2-(1,1-dioxido-2,3-dihydro-1,4-benzothiazepin-4(5H)-yl)-7-methylquinolin-4-yl]propane-1,3-diamine). RXN SMILES: [CH2:1]([NH2:5])[CH2:2][CH2:3][NH2:4].Cl[C:7]1[C:16]2[C:11](=[CH:12][CH:13]=[CH:14][C:15]=2[CH3:17])[N:10]=[C:9]([N:18]2[CH2:24][C:23]3[CH:25]=[CH:26][CH:27]=[CH:28][C:22]=3[S:21](=[O:30])(=[O:29])[CH2:20][CH2:19]2)[CH:8]=1.ClC1C2C(=CC(C)=CC=2)N=C(N2CC3C=CC=CC=3S(=O)(=O)CC2)C=1.ClC1C2C(=CC=C(OC(F)(F)F)C=2)N=C(N2CC3C=CC=CC=3S(=O)(=O)CC2)C=1.ClC1C=C(Cl)C2C(=CC=CC=2C)N=1.ClC1C=C(Cl)C2C(=CC(C)=CC=2)N=1>>[O:29]=[S:21]1(=[O:30])[C:22]2[CH:28]=[CH:27][CH:26]=[CH:25][C:23]=2[CH2:24][N:18]([C:9]2[CH:8]=[C:7]([NH:4][CH2:3][CH2:2][CH2:1][NH2:5])[C:16]3[C:11](=[CH:12][CH:13]=[CH:14][C:15]=3[CH3:17])[N:10]=2)[CH2:19][CH2:20]1.[O:29]=[S:21]1(=[O:30])[C:22]2[CH:28]=[CH:27][CH:26]=[CH:25][C:23]=2[CH2:24][N:18]([C:9]2[CH:8]=[C:7]([NH:4][CH2:3][CH2:2][CH2:1][NH2:5])[C:12]3[C:11](=[CH:16][C:15]([CH3:17])=[CH:14][CH:13]=3)[N:10]=2)[CH2:19][CH2:20]1. Reported procedure: A mixture of the title compound prepared in analogy to Example 17-1 by using propane-1,3-diamine and a mixture of 4-(4-chloro-5-methylquinolin-2-yl)-2,3,4,5-tetrahydro-1,4-benzothiazepine 1,1-dioxide and 4-(4-chloro-7-methylquinolin-2-yl)-2,3,4,5-tetrahydro-1,4-benzothiazepine 1,1-dioxide (prepared in analogy to 4-(4-chloro-6-(trifluoromethoxy)quinolin-2-yl)-2,3,4,5-tetrahydro-1,4-benzothiazepine 1,1-dioxide in Example 17-1 by using a mixture of 2,4-dichloro-5-methylquinoline and 2,4-dichloro-7-... Starting materials: ClC1N(C(C2=CC=CC=C12)=O)C1=NC2=NC(=CC=C2C=C1)Cl (3-chloro-2-(7-chloro-1,8-naphthyridin-2-yl)-1-isoindolinone), C(C)(=O)N1CCC(CC1)C(=O)O (1-acetyl-4-piperidinecarboxylic acid), N12CCCCCC2=NCCC1 (1,8-diazabicyclo-[5.4.0]-undec-7-ene). The solvent is CN(C=O)C (dimethylformamide). The product is C(C)(=O)N1CCC(CC1)C(=O)OC1N(C(C2=CC=CC=C12)=O)C1=NC2=NC(=CC=C2C=C1)Cl (2-(7-chloro-1,8-naphthyridin-2-yl)-3-oxo-1-isoindolinyl 1-acetyl-4-piperidinecarboxylate). Yield: 54.2%. Reaction SMILES: Cl[CH:2]1[C:10]2[C:5](=[CH:6][CH:7]=[CH:8][CH:9]=2)[C:4](=[O:11])[N:3]1[C:12]1[CH:21]=[CH:20][C:19]2[C:14](=[N:15][C:16]([Cl:22])=[CH:17][CH:18]=2)[N:13]=1.[C:23]([N:26]1[CH2:31][CH2:30][CH:29]([C:32]([OH:34])=[O:33])[CH2:28][CH2:27]1)(=[O:25])[CH3:24].N12CCCN=C1CCCCC2>CN(C)C=O>[C:23]([N:26]1[CH2:31][CH2:30][CH:29]([C:32]([O:34][CH:2]2[C:10]3[C:5](=[CH:6][CH:7]=[CH:8][CH:9]=3)[C:4](=[O:11])[N:3]2[C:12]2[CH:21]=[CH:20][C:19]3[C:14](=[N:15][C:16]([Cl:22])=[CH:17][CH:18]=3)[N:13]=2)=[O:33])[CH2:28][CH2:27]1)(=[O:25])[CH3:24]. Procedure: Working as in Example 1, but starting with 3-chloro-2-(7-chloro-1,8-naphthyridin-2-yl)-1-isoindolinone (9.9 g) in anhydrous dimethylformamide (100 cc), 1-acetyl-4-piperidinecarboxylic acid (5.1 g) and 1,8-diazabicyclo-[5.4.0]-undec-7-ene (4.6 g), and after successive recrystallization in a mixture of acetone and water (2:1 by volume) and then in ethanol, 2-(7-chloro-1,8-naphthyridin-2-yl)-3-oxo-1-isoindolinyl 1-acetyl-4-piperidinecarboxylate (7.5 g), m.p. 101° C., is obtained. The reactants are CN(C)C(=O)C1CC1, CCOCC, Fc1ccccc1CCl, I, [Mg], C1CCOC1. Yields the product O=C(Cc1ccccc1F)C1CC1. RXN SMILES: [CH3:12][N:13]([C:14](=[O:15])[CH:16]1[CH2:17][CH2:18]1)[CH3:19].[CH3:25][CH2:26][O:27][CH2:28][CH3:29].[F:3][c:4]1[c:5]([CH2:6][Cl:7])[cH:8][cH:9][cH:10][cH:11]1.[I:2].[Mg:1].[O:20]1[CH2:21][CH2:22][CH2:23][CH2:24]1>>[F:3][c:4]1[c:5]([CH2:6][C:14](=[O:15])[CH:16]2[CH2:17][CH2:18]2)[cH:8][cH:9][cH:10][cH:11]1. The reactants are ClC1=CC=C(CC2CC3CCC(C2)N3)C=C1 (3-(4-chloro-benzyl)-8-aza-bicyclo[3.2.1]octane), C[Si](CCOCN1C(=NC2=C1C=CC=C2)C=O)(C)C (1-(2-trimethylsilylethoxymethyl)-1H-benzimidazole-2-carbaldehyde), ClCCCl (1,2-dichloroethane), C(C)(=O)O[BH-](OC(C)=O)OC(C)=O.[Na+] (sodium triacetoxyborohydride). Run in C(Cl)(Cl)Cl (chloroform), C(=O)([O-])[O-].[Na+].[Na+] (Na2CO3). Run at time 48 hour. The product is ClC1=CC=C(CC2CC3CCC(C2)N3CC3=NC2=C(N3)C=CC=C2)C=C1 (2-[3-(4-chloro-benzyl)-8-aza-bicyclo[3.2.1]oct-8-ylmethyl]-1H-benzimidazole). Isolated yield 113.3%. As a reaction SMILES: [Cl:1][C:2]1[CH:16]=[CH:15][C:5]([CH2:6][CH:7]2[CH2:13][CH:12]3[NH:14][CH:9]([CH2:10][CH2:11]3)[CH2:8]2)=[CH:4][CH:3]=1.C[Si](C)(C)CCOC[N:23]1[C:27]2[CH:28]=[CH:29][CH:30]=[CH:31][C:26]=2[N:25]=[C:24]1[CH:32]=O.ClCCCl.C(O[BH-](OC(=O)C)OC(=O)C)(=O)C.[Na+]>C(Cl)(Cl)Cl.C([O-])([O-])=O.[Na+].[Na+]>[Cl:1][C:2]1[CH:3]=[CH:4][C:5]([CH2:6][CH:7]2[CH2:13][CH:12]3[N:14]([CH2:32][C:24]4[NH:25][C:26]5[CH:31]=[CH:30][CH:29]=[CH:28][C:27]=5[N:23]=4)[CH:9]([CH2:10][CH2:11]3)[CH2:8]2)=[CH:15][CH:16]=1 |f:3.4,6.7.8|. Procedure: A mixture of 0.5 g of 3-(4-chloro-benzyl)-8-aza-bicyclo[3.2.1]octane, 0.5 g of 1-(2-trimethylsilylethoxymethyl)-1H-benzimidazole-2-carbaldehyde, 5 mL of 1,2-dichloroethane and 0.5 g of sodium triacetoxyborohydride was stirred at room temperature for 48 h. The reaction mixture was diluted with 50 mL chloroform and 10 mL saturated aqueous Na2CO3 and the layers separated. The aqueous layer was extracted with 2×25 mL of chloroform and the combined organic layers were dried over magnesium sulfate and... The reactants are F[B-](F)(F)F.FS(C1=CC=C(C=C1)[N+]#N)(F)(F)(F)F (4-(Pentafluorosulfanyl)benzenediazonium Tetrafluoroborate), C=CC1=CC=CC=C1 (styrene). The reagents and catalysts are C(C)(=O)[O-].[Pd+2].C(C)(=O)[O-] (palladium(II) acetate). Solvent: CCO (EtOH), C(C)O (ethanol), C(C)O (ethanol). Reaction conditions: temperature 70 celsius. The product is FS(C1=CC=C(C=C1)\C=C\C1=CC=CC=C1)(F)(F)(F)F ((E)-4-(Pentafluorosulfanyl)stilbene). Yield: 76.7%. RXN SMILES: F[B-](F)(F)F.[F:6][S:7]([F:19])([F:18])([F:17])([F:16])[C:8]1[CH:13]=[CH:12][C:11]([N+]#N)=[CH:10][CH:9]=1.[CH2:20]=[CH:21][C:22]1[CH:27]=[CH:26][CH:25]=[CH:24][CH:23]=1>CCO.C([O-])(=O)C.[Pd+2].C([O-])(=O)C>[F:6][S:7]([F:19])([F:18])([F:17])([F:16])[C:8]1[CH:13]=[CH:12][C:11](/[CH:20]=[CH:21]/[C:22]2[CH:27]=[CH:26][CH:25]=[CH:24][CH:23]=2)=[CH:10][CH:9]=1 |f:0.1,4.5.6|. Reported procedure: EtOH as Solvent: A solution of 1 (10.0 mg, 0.0315 mmol) in 0.4 mL of 95% aqueous ethanol was added dropwise to a solution of styrene (6.5 mg, 0.062 mmol) and palladium(II) acetate (0.5 mg, 0.002 mmol) in 0.11 g of 95% aqueous ethanol. The reaction mixture was heated by an oil bath at 70° C. for 15 h. After cooling, the mixture was filtered through a pad of Celite 545 and purified by SiO2 column chromatography (9:1 hexane/CH2Cl2) to give 2a (7.4 mg, 77% yield) as colorless crystals; m.p. 121.6-12...